Task: describe an organic reaction: reactants, conditions, products, and yield. Dataset: the Open Reaction Database (ORD), a public repository of structured organic reaction records Starting materials: C(C1=CC=CC=C1)OC1=CC=C(C=C1)N1N=NN=C1C(F)(F)F (1-(4-benzyloxyphenyl)-5-trifluoromethyl-1H-tetrazole), [H][H] (hydrogen). The reagents and catalysts are [Pd] (Pd/C). Run in C1CCOC1.C(C)O (THF ethanol). Reaction conditions: temperature 0 celsius. The product is FC(C1=NN=NN1C1=CC=C(C=C1)O)(F)F (4-(5-Trifluoromethyl-tetrazol-1-yl)-phenol). RXN SMILES: C([O:8][C:9]1[CH:14]=[CH:13][C:12]([N:15]2[C:19]([C:20]([F:23])([F:22])[F:21])=[N:18][N:17]=[N:16]2)=[CH:11][CH:10]=1)C1C=CC=CC=1.[H][H]>[Pd].C1COCC1.C(O)C>[F:23][C:20]([F:21])([F:22])[C:19]1[N:15]([C:12]2[CH:11]=[CH:10][C:9]([OH:8])=[CH:14][CH:13]=2)[N:16]=[N:17][N:18]=1 |f:3.4|. Procedure details: A solution of 129 g (0.40 mol) of 1-(4-benzyloxyphenyl)-5-trifluoromethyl-1H-tetrazole in 900 mL 1:2 THF/ethanol was hydrogenated at ambient temperature over 6 g 10% Pd/C at 45 psi hydrogen for 12 h. The catalyst was removed by filtration through Celite®, the cake washed with ethanol, and the filtrate concentrated. The product was dissolved in ether, filtered through magnesium sulfate and concentrated. During concentration the product began to crystallize, as the product crystallized the mixture... Reactants: BrBr (Bromine), CC(CN1N=NC2=C1C=C(C=C2)O)(C)C (1-(2,2-dimethylpropyl)-1H-1,2,3-benzotriazol-6-ol), CC(CN1N=NC2=C1C=CC(=C2)O)(C)C (1-(2,2-dimethylpropyl)-1H-1,2,3-benzotriazol-5-ol). Solvent: C(C)(=O)O (acetic acid). Conditions: time 1 hour. Yields the product BrC1=C(C=CC2=C1N(N=N2)CC(C)(C)C)O (7-bromo-1-(2,2-dimethylpropyl)-1H-1,2,3-benzotriazol-6-ol), BrC1=C(C=CC=2N(N=NC21)CC(C)(C)C)O (4-bromo-1-(2,2-dimethylpropyl)-1H-1,2,3-benzotriazol-5-ol). As a reaction SMILES: [Br:1]Br.[CH3:3][C:4]([CH3:17])([CH3:16])[CH2:5][N:6]1[C:10]2[CH:11]=[C:12]([OH:15])[CH:13]=[CH:14][C:9]=2[N:8]=[N:7]1.[CH3:18][C:19]([CH3:32])([CH3:31])[CH2:20][N:21]1[C:25]2[CH:26]=[CH:27][C:28]([OH:30])=[CH:29][C:24]=2[N:23]=[N:22]1>C(O)(=O)C>[Br:1][C:11]1[C:10]2[N:6]([CH2:5][C:4]([CH3:17])([CH3:16])[CH3:3])[N:7]=[N:8][C:9]=2[CH:14]=[CH:13][C:12]=1[OH:15].[Br:1][C:29]1[C:24]2[N:23]=[N:22][N:21]([CH2:20][C:19]([CH3:32])([CH3:31])[CH3:18])[C:25]=2[CH:26]=[CH:27][C:28]=1[OH:30]. Procedure: Bromine (60 μL, 1.2 mmol) was added to a solution of 1-(2,2-dimethylpropyl)-1H-1,2,3-benzotriazol-6-ol & 1-(2,2-dimethylpropyl)-1H-1,2,3-benzotriazol-5-ol (0.22 g, 1.1 mmol), prepared as a 1.3:1.0 mixture according to example 6, and acetic acid (10 mL) at rt. After 1 h, the reaction was concentrated and purified by silica gel chromatography to give 7-bromo-1-(2,2-dimethylpropyl)-1H-1,2,3-benzotriazol-6-ol and 4-bromo-1-(2,2-dimethylpropyl)-1H-1,2,3-benzotriazol-5-ol. MS (ESI): 284/286 (M+H). Sim... The reactants are CC(C)(C)N, ClCCl, COC(=O)c1ccc(C(=O)OC)c(S(=O)(=O)Cl)c1. The product is COC(=O)c1ccc(C(=O)OC)c(S(=O)(=O)NC(C)(C)C)c1. Reaction SMILES: [CH3:1][C:2]([CH3:3])([CH3:4])[NH2:5].[Cl:24][CH2:25][Cl:26].[Cl:6][S:7](=[O:8])(=[O:9])[c:10]1[c:11]([C:12](=[O:13])[O:14][CH3:15])[cH:16][cH:17][c:18]([C:20](=[O:21])[O:22][CH3:23])[cH:19]1>>[CH3:1][C:2]([CH3:3])([CH3:4])[NH:5][S:7](=[O:8])(=[O:9])[c:10]1[c:11]([C:12](=[O:13])[O:14][CH3:15])[cH:16][cH:17][c:18]([C:20](=[O:21])[O:22][CH3:23])[cH:19]1. Starting materials: ClCC(=O)O (chloroacetic acid), CC1=C(C(NC(N1)=S)=O)CC(=O)O (2-(6-methyl-4-oxo-2-thioxo-1,2,3,4-tetrahydropyrimidin-5-yl)acetic acid). The product is CC1=C(C(NC(N1)=O)=O)CC(=O)O (2-(6-methyl-2,4-dioxo-1,2,3,4-tetrahydropyrimidin-5-yl)acetic acid). Yield: 76.9%. As a reaction SMILES: ClCC(O)=[O:4].[CH3:6][C:7]1[NH:12][C:11](=S)[NH:10][C:9](=[O:14])[C:8]=1[CH2:15][C:16]([OH:18])=[O:17]>>[CH3:6][C:7]1[NH:12][C:11](=[O:4])[NH:10][C:9](=[O:14])[C:8]=1[CH2:15][C:16]([OH:18])=[O:17]. Procedure: A 10% aq chloroacetic acid solution (150 mL; 159 mmol) was added to 2-(6-methyl-4-oxo-2-thioxo-1,2,3,4-tetrahydropyrimidin-5-yl)acetic acid (7.3 g; 36.5 mmol). The mixture was stirred under reflux for 24 h and cooled in an ice-bath. The formed solid was collected by filtration, washed with water and dried under reduced pressure to give 5.17 g (77%) of the title compound as a white solid. Starting materials: [OH-].[Na+] (sodium hydroxide), ClC1=C(C=C(C=C1)N)N (4-chloro-1,3-diaminobenzene), CO (methanol), CS(=O)(=O)Cl (methanesulphonyl chloride). Run in O (water), O (water). Conditions: time 2 hour. The product is ClC1=C(C=C(C=C1)NS(=O)(=O)C)N (1-chloro-2-amino-4-methanesulphonamidobenzene). As a reaction SMILES: [Cl:1][C:2]1[CH:7]=[CH:6][C:5]([NH2:8])=[CH:4][C:3]=1[NH2:9].CO.[CH3:12][S:13](Cl)(=[O:15])=[O:14].[OH-].[Na+]>O>[Cl:1][C:2]1[CH:7]=[CH:6][C:5]([NH:8][S:13]([CH3:12])(=[O:15])=[O:14])=[CH:4][C:3]=1[NH2:9] |f:3.4|. Procedure details: 35.8 g of 4-chloro-1,3-diaminobenzene are stirred thoroughly into 250 ml of water and 50 ml of methanol. 23 ml of methanesulphonyl chloride are added dropwise at 0° C. in the course of about 2 hours; the pH is kept at 4 by dropwise addition of concentrated sodium hydroxide solution. The mixture is subsequently stirred at room temperature for about 2 hours and, if appropriate after diluting with water, the 1-chloro-2-amino-4-methanesulphonamido-benzene which has separated out is then filtered off... Starting materials: C=C(C)OC(=O)Cl, CCn1c(=O)c(-c2cc(NC(=O)Nc3ccccc3)c(F)cc2C)cc2cnc(N)cc21, O, c1ccncc1. Product: C=C(C)OC(=O)Nc1cc2c(cn1)cc(-c1cc(NC(=O)Nc3ccccc3)c(F)cc1C)c(=O)n2CC. As a reaction SMILES: [Cl:33][C:34](=[O:35])[O:36][C:37](=[CH2:38])[CH3:39].[NH2:1][c:2]1[n:3][cH:4][c:5]2[cH:6][c:7](-[c:15]3[c:16]([CH3:32])[cH:17][c:18]([F:31])[c:19]([NH:21][C:22](=[O:23])[NH:24][c:25]4[cH:26][cH:27][cH:28][cH:29][cH:30]4)[cH:20]3)[c:8](=[O:14])[n:9]([CH2:12][CH3:13])[c:10]2[cH:11]1.[OH2:40].[cH:41]1[cH:42][cH:43][n:44][cH:45][cH:46]1>>[NH:1]([c:2]1[n:3][cH:4][c:5]2[cH:6][c:7](-[c:15]3[c:16]([CH3:32])[cH:17][c:18]([F:31])[c:19]([NH:21][C:22](=[O:23])[NH:24][c:25]4[cH:26][cH:27][cH:28][cH:29][cH:30]4)[cH:20]3)[c:8](=[O:14])[n:9]([CH2:12][CH3:13])[c:10]2[cH:11]1)[C:34](=[O:35])[O:36][C:37](=[CH2:38])[CH3:39]. The reactants are COc1nc(Br)cnc1NS(=O)(=O)c1cccc(Cl)c1Cl, CCN(C(C)C)C(C)C, C[Si](C)(C)CCOCCl, ClCCl. Yields the product COc1nc(Br)cnc1N(COCC[Si](C)(C)C)S(=O)(=O)c1cccc(Cl)c1Cl. As a reaction SMILES: [Br:1][c:2]1[n:3][c:4]([O:20][CH3:21])[c:5]([NH:8][S:9](=[O:10])(=[O:11])[c:12]2[c:13]([Cl:19])[c:14]([Cl:18])[cH:15][cH:16][cH:17]2)[n:6][cH:7]1.[CH:22]([N:23]([CH:24]([CH3:25])[CH3:26])[CH2:27][CH3:28])([CH3:29])[CH3:30].[Cl:31][CH2:32][O:33][CH2:34][CH2:35][Si:36]([CH3:37])([CH3:38])[CH3:39].[Cl:40][CH2:41][Cl:42]>>[Br:1][c:2]1[n:3][c:4]([O:20][CH3:21])[c:5]([N:8]([S:9](=[O:10])(=[O:11])[c:12]2[c:13]([Cl:19])[c:14]([Cl:18])[cH:15][cH:16][cH:17]2)[CH2:32][O:33][CH2:34][CH2:35][Si:36]([CH3:37])([CH3:38])[CH3:39])[n:6][cH:7]1. Starting materials: COC1=C(C=CC(=C1)OCC1=CC=CC=C1)C1=CC(=NC(=C1)C(=O)O)C(=O)O (4-(2-methoxy-4-benzyloxyphenyl)pyridine-2,6-dicarboxylic acid), CO (methanol), C(C(=O)Cl)(=O)Cl (oxalyl chloride), Cl (HCl). The reagents and catalysts are CN(C)C=O (DMF). Solvent: C(Cl)Cl (CH2Cl2), O (water), C(Cl)Cl (CH2Cl2). Conditions: time 2 hour. The product is COC(=O)C1=NC(=CC(=C1)C1=C(C=C(C=C1)OCC1=CC=CC=C1)OC)C(=O)OC (4-(2-methoxy-4-benzyloxyphenyl)pyridine-2,6-dicarboxylic acid dimethyl ester). Isolated yield 65.0%. As a reaction SMILES: [CH3:1][O:2][C:3]1[CH:8]=[C:7]([O:9][CH2:10][C:11]2[CH:16]=[CH:15][CH:14]=[CH:13][CH:12]=2)[CH:6]=[CH:5][C:4]=1[C:17]1[CH:22]=[C:21]([C:23]([OH:25])=O)[N:20]=[C:19]([C:26]([OH:28])=[O:27])[CH:18]=1.[C:29](Cl)(=O)C(Cl)=O.Cl.[CH3:36][OH:37]>C(Cl)Cl.CN(C=O)C.O>[CH3:36][O:37][C:23]([C:21]1[CH:22]=[C:17]([C:4]2[CH:5]=[CH:6][C:7]([O:9][CH2:10][C:11]3[CH:16]=[CH:15][CH:14]=[CH:13][CH:12]=3)=[CH:8][C:3]=2[O:2][CH3:1])[CH:18]=[C:19]([C:26]([O:28][CH3:29])=[O:27])[N:20]=1)=[O:25]. Reported procedure: To a suspension of 10 g (0.026 mole) of the diacid 22 in 100 ml of CH2Cl2 and 7 drops of DMF was added, at 0° C., in a dropwise fashion 12 ml (0.138 mole) of oxalyl chloride. After addition the mixture was allowed to come to room temperature with vigorous evolution of HCl gas and stirred for 2 hours. The resulting homogeneous solution was then cooled in an ice bath and 20 ml of methanol in 40 ml of CH2Cl2 was slowly added. The resulting mixture was stirred for 30 minutes at room temperature and ...